Dataset: the Open Reaction Database (ORD), a public repository of structured organic reaction records. Task: describe an organic reaction: reactants, conditions, products, and yield Reactants: O=C1CCCC(=O)O1, CC(=O)O, CCOP(=O)(CN)CC(CC(C)C)C(=O)NC(CC(C)C)C(=O)NC. The product is CCOP(=O)(CC(CC(C)C)C(=O)NC(CC(C)C)C(=O)NC)CN1C(=O)CCCC1=O. Reaction SMILES: [C:1]1(=[O:8])[CH2:2][CH2:3][CH2:4][C:5](=[O:6])[O:7]1.[C:9]([OH:10])(=[O:11])[CH3:12].[CH2:13]([CH3:14])[O:15][P:16](=[O:17])([CH2:18][CH:19]([CH2:20][CH:21]([CH3:22])[CH3:23])[C:24]([NH:25][CH:26]([CH2:27][CH:28]([CH3:29])[CH3:30])[C:31]([NH:32][CH3:33])=[O:34])=[O:35])[CH2:36][NH2:37]>>[C:1]1(=[O:8])[CH2:2][CH2:3][CH2:4][C:5](=[O:7])[N:37]1[CH2:36][P:16]([O:15][CH2:13][CH3:14])(=[O:17])[CH2:18][CH:19]([CH2:20][CH:21]([CH3:22])[CH3:23])[C:24]([NH:25][CH:26]([CH2:27][CH:28]([CH3:29])[CH3:30])[C:31]([NH:32][CH3:33])=[O:34])=[O:35]. Starting materials: C=CCCCCCC (1-octene), stainless steel, [CH-]=O.[Rh] (rhodium carbonyl), P (phosphine), C=CCCCCCC (1-octene). The solvent is C1(=CC=CC=C1)C (toluene). Conditions: time 10 minute. Yields the product C=CCCCCCC (1-octene), [Rh] (rhodium), P (phosphine), P.[Rh] (phosphine rhodium). As a reaction SMILES: [CH2:1]=[CH:2][CH2:3][CH2:4][CH2:5][CH2:6][CH2:7][CH3:8].[CH-]=O.[Rh:11].[PH3:12]>C1(C)C=CC=CC=1>[CH2:1]=[CH:2][CH2:3][CH2:4][CH2:5][CH2:6][CH2:7][CH3:8].[Rh:11].[PH3:12].[PH3:12].[Rh:11] |f:1.2,8.9|. Reported procedure: The hydroformylation of 1-octene was carried out in the following manner. Approximately 0.019 grams of Rh6 (CO)16 was charged to a 200 ml stainless steel, glass lined pressure vessel equipped with a magnetic stirrer. After introduction of the rhodium carbonyl compound, the phosphine ligand, 12 grams of 1-octene and 21 grams of toluene were added to the pressure vessel. After stirring for about 10 minutes, the contents were preheated to a temperature of about 80° C. or within about 10° of the rea...